From a dataset of the Open Reaction Database (ORD), a public repository of structured organic reaction records. describe an organic reaction: reactants, conditions, products, and yield Starting materials: CC(C)(C)OC(=O)N1CCC(c2nc(-c3ccc(F)c(Cl)c3)cn2CC#N)CC1, CO, Cl[Ni]Cl. The product is CC(C)(C)OC(=O)N1CCC(c2nc(-c3ccc(F)c(Cl)c3)cn2CCN)CC1. RXN SMILES: [C:1]([CH3:2])([CH3:3])([CH3:4])[O:5][C:6](=[O:7])[N:8]1[CH2:9][CH2:10][CH:11]([c:14]2[n:15]([CH2:27][C:28]#[N:29])[cH:16][c:17](-[c:19]3[cH:20][c:21]([Cl:26])[c:22]([F:25])[cH:23][cH:24]3)[n:18]2)[CH2:12][CH2:13]1.[CH3:30][OH:31].[Cl:32][Ni:33][Cl:34]>>[C:1]([CH3:2])([CH3:3])([CH3:4])[O:5][C:6](=[O:7])[N:8]1[CH2:9][CH2:10][CH:11]([c:14]2[n:15]([CH2:27][CH2:28][NH2:29])[cH:16][c:17](-[c:19]3[cH:20][c:21]([Cl:26])[c:22]([F:25])[cH:23][cH:24]3)[n:18]2)[CH2:12][CH2:13]1. The reactants are [F-].C(CCC)[N+](CCCC)(CCCC)CCCC (tetra-n-butylammonium fluoride), NC1=NC(=C(C(=C1C#N)C1CCC(CC1)OCCO[Si](C1=CC=CC=C1)(C1=CC=CC=C1)C(C)(C)C)C#N)SCC=1N=C(SC1)C1=CC=C(C=C1)Cl (2-Amino-4-[4-(2-{[tert-butyl(diphenyl)silyl]oxy}ethoxy)cyclohexyl]-6-({[2-(4-chlorophenyl)-1,3-thiazol-4-yl]methyl}thio)pyridine-3,5-dicarbonitrile), C(C)(=O)OCC (ethyl acetate). Solvent: C1CCOC1 (THF). Run at time 20 hour. Product: NC1=NC(=C(C(=C1C#N)[C@@H]1CC[C@H](CC1)OCCO)C#N)SCC=1N=C(SC1)C1=CC=C(C=C1)Cl (2-Amino-6-({[2-(4-chlorophenyl)-1,3-thiazol-4-yl]methyl}thio)-4-[trans-4-(2-hydroxyethoxy)-cyclohexyl]pyridine-3,5-dicarbonitrile). As a reaction SMILES: [NH2:1][C:2]1[C:7]([C:8]#[N:9])=[C:6]([CH:10]2[CH2:15][CH2:14][CH:13]([O:16][CH2:17][CH2:18][O:19][Si](C(C)(C)C)(C3C=CC=CC=3)C3C=CC=CC=3)[CH2:12][CH2:11]2)[C:5]([C:37]#[N:38])=[C:4]([S:39][CH2:40][C:41]2[N:42]=[C:43]([C:46]3[CH:51]=[CH:50][C:49]([Cl:52])=[CH:48][CH:47]=3)[S:44][CH:45]=2)[N:3]=1.[F-].C([N+](CCCC)(CCCC)CCCC)CCC.C(OCC)(=O)C>C1COCC1>[NH2:1][C:2]1[C:7]([C:8]#[N:9])=[C:6]([C@H:10]2[CH2:15][CH2:14][C@H:13]([O:16][CH2:17][CH2:18][OH:19])[CH2:12][CH2:11]2)[C:5]([C:37]#[N:38])=[C:4]([S:39][CH2:40][C:41]2[N:42]=[C:43]([C:46]3[CH:47]=[CH:48][C:49]([Cl:52])=[CH:50][CH:51]=3)[S:44][CH:45]=2)[N:3]=1 |f:1.2|. Reported procedure: 35 mg (0.05 mmol) of the compound from Example 7A (trans isomer) are dissolved in 5 ml of dry THF, 18 mg (0.07 mmol) of tetra-n-butylammonium fluoride are added and the mixture is stirred at RT for 20 h. 15 ml of ethyl acetate are then added to the mixture. The mixture is washed twice with in each case 3 ml of saturated aqueous sodium bicarbonate solution. The organic phase is dried over magnesium sulfate. After removal of the solvent on a rotary evaporator the crude product is purified by prepa...